Dataset: the Open Reaction Database (ORD), a public repository of structured organic reaction records. Task: describe an organic reaction: reactants, conditions, products, and yield Reactants: ClCC=1C(=NC(=NC1COC)C1=CC=C(C=C1)C(F)(F)F)C1CC1 (5-chloromethyl-4-cyclopropyl-6-methoxymethyl-2-(4-trifluoromethyl-phenyl)-pyrimidine), C(C)OC(C(C)(C)OC1=C(C=C(C=C1)O)C)=O (2-(4-hydroxy-2-methyl-phenoxy)-2-methyl-propionic acid ethyl ester), C([O-])([O-])=O.[Cs+].[Cs+] (cesium carbonate). Run in CN(C)C=O (DMF), CCOCC (ether). Yields the product C(C)OC(C(C)(C)OC1=C(C=C(C=C1)OCC=1C(=NC(=NC1COC)C1=CC=C(C=C1)C(F)(F)F)C1CC1)C)=O (2-{4-[4-Cyclopropyl-6-methoxymethyl-2-(4-trifluoromethyl-phenyl)-pyrimidin-5-ylmethoxy]-2-methyl-phenoxy}-2-methyl-propionic acid ethyl ester). As a reaction SMILES: Cl[CH2:2][C:3]1[C:4]([CH:22]2[CH2:24][CH2:23]2)=[N:5][C:6]([C:12]2[CH:17]=[CH:16][C:15]([C:18]([F:21])([F:20])[F:19])=[CH:14][CH:13]=2)=[N:7][C:8]=1[CH2:9][O:10][CH3:11].[CH2:25]([O:27][C:28](=[O:41])[C:29]([O:32][C:33]1[CH:38]=[CH:37][C:36]([OH:39])=[CH:35][C:34]=1[CH3:40])([CH3:31])[CH3:30])[CH3:26].C(=O)([O-])[O-].[Cs+].[Cs+]>CN(C=O)C.CCOCC>[CH2:25]([O:27][C:28](=[O:41])[C:29]([O:32][C:33]1[CH:38]=[CH:37][C:36]([O:39][CH2:2][C:3]2[C:4]([CH:22]3[CH2:24][CH2:23]3)=[N:5][C:6]([C:12]3[CH:17]=[CH:16][C:15]([C:18]([F:21])([F:20])[F:19])=[CH:14][CH:13]=3)=[N:7][C:8]=2[CH2:9][O:10][CH3:11])=[CH:35][C:34]=1[CH3:40])([CH3:30])[CH3:31])[CH3:26] |f:2.3.4|. Procedure details: A solution of 200 mg (0.56 mmol) 5-chloromethyl-4-cyclopropyl-6-methoxymethyl-2-(4-trifluoromethyl-phenyl)-pyrimidine (example 113H]), 134 mg (0.56 mmol) 2-(4-hydroxy-2-methyl-phenoxy)-2-methyl-propionic acid ethyl ester (described in WO 02/092590) and 237 mg (0.73 mmol) cesium carbonate in 3 ml DMF was stirred for 3 h at RT. The reaction mixture was taken up in ether and washed with 1N HCl and water. After purification of the crude product by chromatography over silica gel with AcOEt/heptane 1:... Reactants: COC(=O)NN=C(C)NC=1C=NC(=CC1)OC1=CC(=C(C=C1)C)OC(F)(F)F (methyl-2-[1-({6-[4-methyl-3-(trifluoromethoxy)phenoxy]pyridin-3-yl}amino)ethylidene]hydrazinecarboxylate), COC(=O)NN=C(C)NC=1C=NC(=CC1)OC1=CC(=C(C=C1)C)OC(F)(F)F (methyl-2-[1-({6-[4-methyl-3-(trifluoromethoxy)phenoxy]pyridin-3-yl}amino)ethylidene]hydrazinecarboxylate), C([O-])([O-])=O.[K+].[K+] (potassium carbonate), CCCCCCC (n-heptane). Solvent: C(C)#N (acetonitrile), O (water), CC(C)(C)OC (MTBE), O (water), C(C)(=O)OCC (ethyl acetate). Conditions: time 24 hour. Product: CC=1N(C(NN1)=O)C=1C=NC(=CC1)OC1=CC(=C(C=C1)C)OC(F)(F)F (5-methyl-4-{6-[4-methyl-3-(trifluoromethoxy)phenoxy]pyridin-3-yl}-2,4-dihydro-3H-1,2,4-triazol-3-one). Isolated yield 71.0%. RXN SMILES: C[O:2][C:3]([NH:5][N:6]=[C:7]([NH:9][C:10]1[CH:11]=[N:12][C:13]([O:16][C:17]2[CH:22]=[CH:21][C:20]([CH3:23])=[C:19]([O:24][C:25]([F:28])([F:27])[F:26])[CH:18]=2)=[CH:14][CH:15]=1)[CH3:8])=O.C(=O)([O-])[O-].[K+].[K+].CCCCCCC>C(#N)C.O.C(OCC)(=O)C.CC(OC)(C)C>[CH3:8][C:7]1[N:9]([C:10]2[CH:11]=[N:12][C:13]([O:16][C:17]3[CH:22]=[CH:21][C:20]([CH3:23])=[C:19]([O:24][C:25]([F:27])([F:28])[F:26])[CH:18]=3)=[CH:14][CH:15]=2)[C:3](=[O:2])[NH:5][N:6]=1 |f:1.2.3|. Reported procedure: To a solution of methyl-2-[1-({6-[4-methyl-3-(trifluoromethoxy)phenoxy]pyridin-3-yl}amino)ethylidene]hydrazinecarboxylate (Intermediate 33, 360 mg, 0.90 mmol) in 3 mL of acetonitrile and some drops of water, potassium carbonate (187 mg) was added. The resulting solution was stirred at room temperature for 24 hrs until complete conversion. The mixture was diluted with water (5 mL) and ethyl acetate (5 mL) and phases were separated. The aqueous phase was back-extracted with ethyl acetate (2×20 mL)... The reactants are O (water), BrCC1=C(C(=CC=C1)Cl)Cl (1-(bromomethyl)-2,3-dichlorobenzene), C([O-])([O-])=O.[K+].[K+] (potassium carbonate), BrC1=CC(=CC=2NC(=NC21)C)N2CCOCC2 (4-(4-bromo-2-methyl-1H-benzo[d]imidazol-6-yl)morpholine). Solvent: CN(C=O)C (N,N-Dimethylformamide). Conditions: temperature 90 celsius, time 4 hour. Yields the product BrC1=CC(=CC=2N(C(=NC21)C)CC2=C(C(=CC=C2)Cl)Cl)N2CCOCC2 (4-(4-bromo-1-(2,3-dichlorobenzyl)-2-methyl-1H-benzo[d]imidazol-6-yl)morpholine). Isolated yield 82.2%. RXN SMILES: [Br:1][C:2]1[C:10]2[N:9]=[C:8]([CH3:11])[NH:7][C:6]=2[CH:5]=[C:4]([N:12]2[CH2:17][CH2:16][O:15][CH2:14][CH2:13]2)[CH:3]=1.Br[CH2:19][C:20]1[CH:25]=[CH:24][CH:23]=[C:22]([Cl:26])[C:21]=1[Cl:27].C(=O)([O-])[O-].[K+].[K+].O>CN(C)C=O>[Br:1][C:2]1[C:10]2[N:9]=[C:8]([CH3:11])[N:7]([CH2:19][C:20]3[CH:25]=[CH:24][CH:23]=[C:22]([Cl:26])[C:21]=3[Cl:27])[C:6]=2[CH:5]=[C:4]([N:12]2[CH2:17][CH2:16][O:15][CH2:14][CH2:13]2)[CH:3]=1 |f:2.3.4|. Procedure details: To the mixture of 4-(4-bromo-2-methyl-1H-benzo[d]imidazol-6-yl)morpholine (0.8 g, 2.70 mmol) in N,N-Dimethylformamide (DMF) (10 mL) was added 1-(bromomethyl)-2,3-dichlorobenzene (0.778 g, 3.24 mmol) and potassium carbonate (1.120 g, 8.10 mmol). The resulting reaction mixture was stirred at 90° C. for 4 h. It was cooled to room temperature and poured into water (100 mL). The aqueous mixture was extracted with DCM (100 mL×2). The combined organic phases were washed with Brine (100 mL) and concentr... Reactants: [Al+3], CCS, CO, COC(=O)CC1Cc2ccc(OC)cc2CN(C)C1=O, [Cl-], [Cl-], [Cl-], ClCCl, O. The product is COC(=O)CC1Cc2ccc(O)cc2CN(C)C1=O. As a reaction SMILES: [Al+3:2].[CH2:25]([SH:26])[CH3:27].[CH3:32][OH:33].[CH3:5][O:6][c:7]1[cH:8][c:9]2[c:10]([cH:23][cH:24]1)[CH2:11][CH:12]([CH2:18][C:19](=[O:20])[O:21][CH3:22])[C:13](=[O:17])[N:14]([CH3:16])[CH2:15]2.[Cl-:1].[Cl-:3].[Cl-:4].[Cl:29][CH2:30][Cl:31].[OH2:28]>>[OH:6][c:7]1[cH:8][c:9]2[c:10]([cH:23][cH:24]1)[CH2:11][CH:12]([CH2:18][C:19](=[O:20])[O:21][CH3:22])[C:13](=[O:17])[N:14]([CH3:16])[CH2:15]2. The reactants are ClCCl, Cl, CC(C)(C)OC(=O)Nc1ccn2nc(N3CCCC3)nc2c1. As a reaction SMILES: [Cl:24][CH2:25][Cl:26].[ClH:23].[N:1]1([c:6]2[n:7][n:8]3[c:9]([cH:10][c:11]([NH:14][C:15](=[O:16])[O:17][C:18]([CH3:19])([CH3:20])[CH3:21])[cH:12][cH:13]3)[n:22]2)[CH2:2][CH2:3][CH2:4][CH2:5]1>>[N:1]1([c:6]2[n:7][n:8]3[c:9]([cH:10][c:11]([NH2:14])[cH:12][cH:13]3)[n:22]2)[CH2:2][CH2:3][CH2:4][CH2:5]1. Product: Nc1ccn2nc(N3CCCC3)nc2c1. Reactants: O (Water), C(CCC)OCCOCCO (2-(2-butoxyethoxy)ethanol), [H-].[Na+] (sodium hydride), ClC=1C(=NSN1)C=1C=NC=CC1 (3-(4-chloro-1,2,5-thiadiazol-3-yl)pyridine). Solvent: O1CCCC1 (tetrahydrofuran), O1CCCC1 (tetrahydrofuran). Reaction conditions: time 1 hour. Product: C(CCC)OCCOCCOC=1C(=NSN1)C=1C=NC=CC1 (3-(4-(2-(2-butoxyethoxy)ethoxy)-1,2,5-thiadiazol-3-yl)pyridine). RXN SMILES: [CH2:1]([O:5][CH2:6][CH2:7][O:8][CH2:9][CH2:10][OH:11])[CH2:2][CH2:3][CH3:4].[H-].[Na+].Cl[C:15]1[C:16]([C:20]2[CH:21]=[N:22][CH:23]=[CH:24][CH:25]=2)=[N:17][S:18][N:19]=1.O>O1CCCC1>[CH2:1]([O:5][CH2:6][CH2:7][O:8][CH2:9][CH2:10][O:11][C:15]1[C:16]([C:20]2[CH:21]=[N:22][CH:23]=[CH:24][CH:25]=2)=[N:17][S:18][N:19]=1)[CH2:2][CH2:3][CH3:4] |f:1.2|. Reported procedure: To a solution of 2-(2-butoxyethoxy)ethanol (1.46 g, 9 mmol) and sodium hydride (310 mg, 9 mmol) in dry tetrahydrofuran was added a solution of 3-(4-chloro-1,2,5-thiadiazol-3-yl)pyridine (590 mg, 3 mmol) in dry tetrahydrofuran. The reaction mixture was stirred at room temperature for 1 h. Water was added and the mixture was extracted with ether. The ether phase was dried and evaporated to give the title compound. The reactants are O=C(Cl)C(=O)Cl, ClCCl, O=C(O)c1cc(Oc2ncccc2-c2cnco2)ccc1F, CN(C)C=O. The product is O=C(Cl)c1cc(Oc2ncccc2-c2cnco2)ccc1F. RXN SMILES: [Cl:23][C:24]([C:25]([Cl:26])=[O:27])=[O:28].[Cl:34][CH2:35][Cl:36].[F:1][c:2]1[c:3]([C:4](=[O:5])[OH:6])[cH:7][c:8]([O:11][c:12]2[n:13][cH:14][cH:15][cH:16][c:17]2-[c:18]2[cH:19][n:20][cH:21][o:22]2)[cH:9][cH:10]1.[O:29]=[CH:30][N:31]([CH3:32])[CH3:33]>>[F:1][c:2]1[c:3]([C:4](=[O:5])[Cl:23])[cH:7][c:8]([O:11][c:12]2[n:13][cH:14][cH:15][cH:16][c:17]2-[c:18]2[cH:19][n:20][cH:21][o:22]2)[cH:9][cH:10]1. Run at temperature 0 celsius, time 1 hour. Yield: 49.6%. Reaction SMILES: [Cl:1][C:2]1[CH:7]=[CH:6][C:5]([C:8]2[N:9]=[C:10]([N:27]3[CH:31]=[CH:30][N:29]=[C:28]3[CH3:32])[O:11][C:12]=2[CH2:13][CH2:14][CH2:15][O:16][C:17]2[CH:22]=[CH:21][CH:20]=[CH:19][C:18]=2[O:23]C(C)C)=[CH:4][CH:3]=1.C(=O)([O-])O.[Na+]>[Ti](Cl)(Cl)(Cl)Cl.C(Cl)Cl>[Cl:1][C:2]1[CH:3]=[CH:4][C:5]([C:8]2[N:9]=[C:10]([N:27]3[CH:31]=[CH:30][N:29]=[C:28]3[CH3:32])[O:11][C:12]=2[CH2:13][CH2:14][CH2:15][O:16][C:17]2[CH:22]=[CH:21][CH:20]=[CH:19][C:18]=2[OH:23])=[CH:6][CH:7]=1 |f:1.2|. Yields the product ClC1=CC=C(C=C1)C=1N=C(OC1CCCOC1=C(C=CC=C1)O)N1C(=NC=C1)C (4-(4-chlorophenyl)-5-[3-(2-hydroxyphenoxy)propyl]-2-(2-methyl-1-imidazolyl)oxazole). Reagents/catalysts: [Ti](Cl)(Cl)(Cl)Cl (titanium(IV) chloride). Solvent: C(Cl)Cl (methylene chloride). Starting materials: ClC1=CC=C(C=C1)C=1N=C(OC1CCCOC1=C(C=CC=C1)OC(C)C)N1C(=NC=C1)C (4-(4-chlorophenyl)-2-(2-methyl-1-imidazolyl)-5-[3-[2-(2-propyloxy)phenoxy]propyl]oxazole), C(O)([O-])=O.[Na+] (sodium hydrogen carbonate). Procedure details: A mixture of 4-(4-chlorophenyl)-2-(2-methyl-1-imidazolyl)-5-[3-[2-(2-propyloxy)phenoxy]propyl]oxazole (200 mg), titanium(IV) chloride (380 mg) and methylene chloride (5 ml) was stirred at 0° C. for 1 hour. The reaction mixture was poured into a saturated aqueous solution of sodium hydrogen carbonate (10 ml) and extracted with ethyl acetate (10 ml×2). The organic layer was dried over anhydrous magnesium sulfate and then concentrated, and the residue was recrystallized from acetone-isopropyl ether...